From a dataset of the Open Reaction Database (ORD), a public repository of structured organic reaction records. describe an organic reaction: reactants, conditions, products, and yield Reactants: CC(C)(C)c1ccc(COc2ccccc2C=CC(CCc2ccc(C(=O)O)cc2)Cc2ccc(C#N)cc2)cc1, C1CCOC1, O=C(Cl)C(=O)Cl, NNC(N)=S, CN(C)C=O. Product: CC(C)(C)c1ccc(COc2ccccc2C=CC(CCc2ccc(C(=O)NNC(N)=S)cc2)Cc2ccc(C#N)cc2)cc1. As a reaction SMILES: [C:7]([CH3:8])([CH3:9])([CH3:10])[c:11]1[cH:12][cH:13][c:14]([CH2:15][O:16][c:17]2[c:18]([CH:23]=[CH:24][CH:25]([CH2:26][CH2:27][c:28]3[cH:29][cH:30][c:31]([C:32](=[O:33])[OH:34])[cH:35][cH:36]3)[CH2:37][c:38]3[cH:39][cH:40][c:41]([C:44]#[N:45])[cH:42][cH:43]3)[cH:19][cH:20][cH:21][cH:22]2)[cH:46][cH:47]1.[CH2:58]1[O:59][CH2:60][CH2:61][CH2:62]1.[Cl:1][C:2]([C:3]([Cl:4])=[O:5])=[O:6].[NH2:53][NH:54][C:55](=[S:56])[NH2:57].[O:48]=[CH:49][N:50]([CH3:51])[CH3:52]>>[C:7]([CH3:8])([CH3:9])([CH3:10])[c:11]1[cH:12][cH:13][c:14]([CH2:15][O:16][c:17]2[c:18]([CH:23]=[CH:24][CH:25]([CH2:26][CH2:27][c:28]3[cH:29][cH:30][c:31]([C:32](=[O:33])[NH:53][NH:54][C:55](=[S:56])[NH2:57])[cH:35][cH:36]3)[CH2:37][c:38]3[cH:39][cH:40][c:41]([C:44]#[N:45])[cH:42][cH:43]3)[cH:19][cH:20][cH:21][cH:22]2)[cH:46][cH:47]1. Starting materials: [BH4-], CC(=O)[O-], CCO, O=Cc1cccc(C=O)c1, [NH4+], [Na+]. Yields the product O=Cc1cccc(CO)c1. RXN SMILES: [BH4-:11].[CH3:14][C:15](=[O:16])[O-:17].[CH3:18][CH2:19][OH:20].[CH:1]([c:2]1[cH:3][c:4]([CH:5]=[O:6])[cH:7][cH:8][cH:9]1)=[O:10].[NH4+:13].[Na+:12]>>[CH2:1]([c:2]1[cH:3][c:4]([CH:5]=[O:6])[cH:7][cH:8][cH:9]1)[OH:10]. Starting materials: CSC1=CC=NC=C1 (4-Methylthiopyridine), CS(=O)(=O)O (methanesulfonic acid), C1CS1 (ethylene sulfide). Run in O (H2O). Product: CS(=O)(=O)[O-].CSC1=CC=[N+](C=C1)CCS (4-Methylthio-N-(2-mercaptoethyl)pyridinium methanesulfonate). RXN SMILES: [CH3:1][S:2][C:3]1[CH:8]=[CH:7][N:6]=[CH:5][CH:4]=1.[CH3:9][S:10]([OH:13])(=[O:12])=[O:11].[CH2:14]1[S:16][CH2:15]1>O>[CH3:9][S:10]([O-:13])(=[O:12])=[O:11].[CH3:1][S:2][C:3]1[CH:8]=[CH:7][N+:6]([CH2:14][CH2:15][SH:16])=[CH:5][CH:4]=1 |f:4.5|. Procedure: 4-Methylthiopyridine (2.75 g, 22.0 mmol) was added slowly to methanesulfonic acid* (0.65 mL, 10.5 mmol) by cooling in an ice-bath. To this solid was added ethylene sulfide* (0.66 mL, 11.0 mmol, Aldrich) and the mixture was heated at 50°-60° C. for 21 h. As reaction proceeds the solid went to solution. After cooling, the reaction mixture was dissolved in H2O (5 mL) and washed with Et2O (5×4 mL). The cloudy aqueous layer was filtered over Celite and the filtrate was purified by reverse phase silic...